This data is from the Open Reaction Database (ORD), a public repository of structured organic reaction records. The task is: describe an organic reaction: reactants, conditions, products, and yield Starting materials: ClC1=C(C=CC=C1)C1=NC=CC(=C1)C(F)(F)F (2-(2-chlorophenyl)-4-(trifluoromethyl)pyridine), C1=CC(=CC(=C1)Cl)C(=O)OO (mCPBA). Run in CCOC(=O)C (EtOAc), CCOC(=O)C (EtOAc). The product is ClC1=NC(=CC(=C1)C(F)(F)F)C1=C(C=CC=C1)Cl (2-chloro-6-(2-chlorophenyl)-4-(trifluoromethyl)pyridine). As a reaction SMILES: [Cl:1][C:2]1[CH:7]=[CH:6][CH:5]=[CH:4][C:3]=1[C:8]1[CH:13]=[C:12]([C:14]([F:17])([F:16])[F:15])[CH:11]=[CH:10][N:9]=1.C1C=C([Cl:24])C=C(C(OO)=O)C=1>CCOC(C)=O>[Cl:24][C:10]1[CH:11]=[C:12]([C:14]([F:17])([F:15])[F:16])[CH:13]=[C:8]([C:3]2[CH:4]=[CH:5][CH:6]=[CH:7][C:2]=2[Cl:1])[N:9]=1. Procedure: To a solution of 2-(2-chlorophenyl)-4-(trifluoromethyl)pyridine (5.40 g, 21.0 mmol) in EtOAc (100 mL) was added mCPBA (7.25 g, 42.0 mmol) in EtOAc (100 mL) over 30 min and then the mixture was heated at reflux (caution: use shield) for 3 h. The reaction mixture was cooled and then washed twice with sat. aq. NaHCO3 and concentrated. Starting materials: ClCCl, SCCCS, C#CCCCC=O. Yields the product C#CCCCC1SCCCS1. As a reaction SMILES: [CH2:13]([Cl:14])[Cl:15].[CH2:8]([CH2:9][CH2:10][SH:11])[SH:12].[CH:1]([CH2:2][CH2:3][CH2:4][C:5]#[CH:6])=[O:7]>>[CH:1]1([CH2:2][CH2:3][CH2:4][C:5]#[CH:6])[S:11][CH2:10][CH2:9][CH2:8][S:12]1. Reactants: FC=1C=CC(=C(C1)C1=CC(=NC(=N1)S(=O)(=O)C)C1=CC=C(C=C1)NC(=O)NCCO)S(=O)(=O)C (1-(4-(6-(5-fluoro-2-(methylsulfonyl)phenyl)-2-(methylsulfonyl)pyrimidin-4-yl)phenyl)-3-(2-hydroxyethyl)urea), CCN(C(C)C)C(C)C (DIPEA), N1CCOCC1 (morpholine). The product is FC=1C=CC(=C(C1)C1=CC(=NC(=N1)N1CCOCC1)C1=CC=C(C=C1)NC(=O)NCCO)S(=O)(=O)C (1-(4-(6-(5-fluoro-2-(methylsulfonyl)phenyl)-2-morpholinopyrimidin-4-yl)phenyl)-3-(2-hydroxyethyl)urea). Yield: 5.0%. As a reaction SMILES: [F:1][C:2]1[CH:3]=[CH:4][C:5]([S:31]([CH3:34])(=[O:33])=[O:32])=[C:6]([C:8]2[N:13]=[C:12](S(C)(=O)=O)[N:11]=[C:10]([C:18]3[CH:23]=[CH:22][C:21]([NH:24][C:25]([NH:27][CH2:28][CH2:29][OH:30])=[O:26])=[CH:20][CH:19]=3)[CH:9]=2)[CH:7]=1.CCN(C(C)C)C(C)C.[NH:44]1[CH2:49][CH2:48][O:47][CH2:46][CH2:45]1>>[F:1][C:2]1[CH:3]=[CH:4][C:5]([S:31]([CH3:34])(=[O:32])=[O:33])=[C:6]([C:8]2[N:13]=[C:12]([N:44]3[CH2:49][CH2:48][O:47][CH2:46][CH2:45]3)[N:11]=[C:10]([C:18]3[CH:19]=[CH:20][C:21]([NH:24][C:25]([NH:27][CH2:28][CH2:29][OH:30])=[O:26])=[CH:22][CH:23]=3)[CH:9]=2)[CH:7]=1. Procedure: 1-(4-(6-(5-fluoro-2-(methylsulfonyl)phenyl)-2-(methylsulfonyl)pyrimidin-4-yl)phenyl)-3-(2-hydroxyethyl)urea (275 mg, 0.23 mmol), DIPEA (804, 0.46 mmol) and morpholine (1.0 mL) were heated in a Biotage microwave at 100° C. for 30 minutes. Reaction mixture was partitioned between DCM and water, the organic phase passed through a PTFE hydrophobic frit and the solvent removed in vacuo. The residue was purified further by prep HPLC (low pH) to afford 1-(4-(6-(5-fluoro-2-(methylsulfonyl)phenyl)-2-morp... Yields the product O=C(NCC1CCN(C(=O)C2CC2)CC1)c1c[nH]c2c(-c3c(OCC4CC4)ccc4c3OCO4)ncnc12. As a reaction SMILES: [CH:34]1([C:37](=[O:38])[Cl:39])[CH2:35][CH2:36]1.[NH:1]1[CH2:2][CH2:3][CH:4]([CH2:7][NH:8][C:9](=[O:10])[c:11]2[cH:12][nH:13][c:14]3[c:15]2[n:16][cH:17][n:18][c:19]3-[c:20]2[c:21]([O:29][CH2:30][CH:31]3[CH2:32][CH2:33]3)[cH:22][cH:23][c:24]3[c:28]2[O:27][CH2:26][O:25]3)[CH2:5][CH2:6]1>>[N:1]1([C:37]([CH:34]2[CH2:35][CH2:36]2)=[O:38])[CH2:2][CH2:3][CH:4]([CH2:7][NH:8][C:9](=[O:10])[c:11]2[cH:12][nH:13][c:14]3[c:15]2[n:16][cH:17][n:18][c:19]3-[c:20]2[c:21]([O:29][CH2:30][CH:31]3[CH2:32][CH2:33]3)[cH:22][cH:23][c:24]3[c:28]2[O:27][CH2:26][O:25]3)[CH2:5][CH2:6]1. Reactants: O=C(Cl)C1CC1, O=C(NCC1CCNCC1)c1c[nH]c2c(-c3c(OCC4CC4)ccc4c3OCO4)ncnc12.